Dataset: the Open Reaction Database (ORD), a public repository of structured organic reaction records. Task: describe an organic reaction: reactants, conditions, products, and yield Starting materials: [H-].[Na+] (Sodium hydride), CC1(OB(OC1(C)C)C=1C=C2CCNC(C2=CC1)=O)C (6-(4,4,5,5-tetramethyl-1,3,2-dioxaborolan-2-yl)-3,4-dihydroisoquinolin-1(2H)-one), CI (methyl iodide). Solvent: C(C)(=O)OCC (ethyl acetate), CN(C)C=O (DMF). Run at time 5 minute. Product: CN1C(C2=CC=C(C=C2CC1)B1OC(C(O1)(C)C)(C)C)=O (2-methyl-6-(4,4,5,5-tetramethyl-1,3,2-dioxaborolan-2-yl)-3,4-dihydroisoquinolin-1(2H)-one). Isolated yield 36.2%. As a reaction SMILES: [H-].[Na+].[CH3:3][C:4]1([CH3:22])[C:8]([CH3:10])([CH3:9])[O:7][B:6]([C:11]2[CH:12]=[C:13]3[C:18](=[CH:19][CH:20]=2)[C:17](=[O:21])[NH:16][CH2:15][CH2:14]3)[O:5]1.[CH3:23]I>CN(C=O)C.C(OCC)(=O)C>[CH3:23][N:16]1[CH2:15][CH2:14][C:13]2[C:18](=[CH:19][CH:20]=[C:11]([B:6]3[O:5][C:4]([CH3:22])([CH3:3])[C:8]([CH3:9])([CH3:10])[O:7]3)[CH:12]=2)[C:17]1=[O:21] |f:0.1|. Reported procedure: Sodium hydride (29.3 mg, 0.732 mmol) was added to a solution of 6-(4,4,5,5-tetramethyl-1,3,2-dioxaborolan-2-yl)-3,4-dihydroisoquinolin-1(2H)-one (100 mg, 0.366 mmol) in DMF (1.0 mL). The mixture was stirred at r.t. for 5 min, and then methyl iodide (57.0 μL, 0.915 mmol) was added. The mixture was stirred at 50° C. for 6 h, then diluted with ethyl acetate, and washed with water and brine. The organic layer was dried over MgSO4, filtered and concentrated under reduced pressure. The residue was pur... The reactants are Cl.C(C)(=O)OCC (hydrochloric acid ethyl acetate), methyl 3-bromo-5-benzoate, C=1C=CC(=CC1)P(C=2C=CC=CC2)C3=CC=C4C=CC=CC4=C3C5=C6C=CC=CC6=CC=C5P(C=7C=CC=CC7)C=8C=CC=CC8 (BINAP), C(C1=CC=CC=C1)OC(=O)N[C@@H]1[C@@H](CN(CC1)C(=O)OC(C)(C)C)OCCC (tert-Butyl cis(±)-4-{[(benzyloxy)carbonyl]amino}-3-propoxypiperidine-1-carboxylate), C(CC)O[C@@H]1CNCC[C@@H]1NC(OCC1=CC=CC=C1)=O (benzyl cis(±)-[3-propoxypiperidin-4-yl]carbamate), C([O-])([O-])=O.[Cs+].[Cs+] (cesium carbonate). Reagents/catalysts: C(C)(=O)[O-].[Pd+2].C(C)(=O)[O-] (palladium acetate). Run in CO (methanol). Conditions: time 1 hour. The product is C(C1=CC=CC=C1)OC(=O)N[C@@H]1[C@@H](CN(CC1)C=1C=C(C(=O)OC)C=CC1)OCCC (Methyl cis(±)-3-(4-{[(benzyloxy)carbonyl]amino}-3-propoxypiperidin-1-yl)benzoate). RXN SMILES: [CH2:1]([O:8][C:9]([NH:11][C@H:12]1[CH2:17][CH2:16][N:15]([C:18](OC(C)(C)C)=O)[CH2:14][C@H:13]1[O:25][CH2:26][CH2:27][CH3:28])=[O:10])[C:2]1[CH:7]=[CH:6][CH:5]=[CH:4][CH:3]=1.Cl.C(OCC)(=[O:32])C.C(O[C@H]1[C@@H](N[C:47](=O)[O:48][CH2:49][C:50]2[CH:55]=[CH:54][CH:53]=C[CH:51]=2)CCNC1)CC.C1C=CC(P(C2C(C3C(P(C4C=CC=CC=4)C4C=CC=CC=4)=CC=C4C=3C=CC=C4)=C3C(C=CC=C3)=CC=2)C2C=CC=CC=2)=CC=1.C(=O)([O-])[O-].[Cs+].[Cs+]>CO.C([O-])(=O)C.[Pd+2].C([O-])(=O)C>[CH2:1]([O:8][C:9]([NH:11][C@H:12]1[CH2:17][CH2:16][N:15]([C:18]2[CH:51]=[C:50]([CH:55]=[CH:54][CH:53]=2)[C:49]([O:48][CH3:47])=[O:32])[CH2:14][C@H:13]1[O:25][CH2:26][CH2:27][CH3:28])=[O:10])[C:2]1[CH:3]=[CH:4][CH:5]=[CH:6][CH:7]=1 |f:1.2,5.6.7,9.10.11|. Procedure details: tert-Butyl cis(±)-4-{[(benzyloxy)carbonyl]amino}-3-propoxypiperidine-1-carboxylate obtained in Example (113e) (200 mg, 0.51 mmol) was dissolved in methanol (9 mL). A 4 N hydrochloric acid/ethyl acetate solution (6 mL) was added, and the mixture was stirred at room temperature for one hour. Following concentration under reduced pressure, the same operation as in Example (42a) was performed using the resulting benzyl cis(±)-[3-propoxypiperidin-4-yl]carbamate, methyl 3-bromo-5-benzoate (132 mg, 0.6... Reactants: CC(CN1CCOCC1)(C)N1C=NC(=C1)NC(C(CCC)N)=O (2-Amino-pentanoic acid [1-(1,1-dimethyl-2-morpholin-4-yl-ethyl)-1H-imidazol-4-yl]-amide), FC=1C=C2CCC(CC2=C(C1)F)=O (6,8-Difluoro-3,4-dihydro-1H-naphthalen-2-one). Yields the product CC(CN1CCOCC1)(C)N1C=NC(=C1)NC(C(CCC)NC1CC2=C(C=C(C=C2CC1)F)F)=O (2-(6,8-Difluoro-1,2,3,4-tetrahydro-naphthalen-2-ylamino)-pentanoic acid [1-(1,1-dimethyl-2-morpholin-4-yl-ethyl)-1H-imidazol-4-yl]-amide). As a reaction SMILES: [CH3:1][C:2]([N:11]1[CH:15]=[C:14]([NH:16][C:17](=[O:23])[CH:18]([NH2:22])[CH2:19][CH2:20][CH3:21])[N:13]=[CH:12]1)([CH3:10])[CH2:3][N:4]1[CH2:9][CH2:8][O:7][CH2:6][CH2:5]1.[F:24][C:25]1[CH:26]=[C:27]2[C:32](=[C:33]([F:35])[CH:34]=1)[CH2:31][C:30](=O)[CH2:29][CH2:28]2>>[CH3:1][C:2]([N:11]1[CH:15]=[C:14]([NH:16][C:17](=[O:23])[CH:18]([NH:22][CH:30]2[CH2:29][CH2:28][C:27]3[C:32](=[C:33]([F:35])[CH:34]=[C:25]([F:24])[CH:26]=3)[CH2:31]2)[CH2:19][CH2:20][CH3:21])[N:13]=[CH:12]1)([CH3:10])[CH2:3][N:4]1[CH2:5][CH2:6][O:7][CH2:8][CH2:9]1. Procedure: 2-Amino-pentanoic acid [1-(1,1-dimethyl-2-morpholin-4-yl-ethyl)-1H-imidazol-4-yl]-amide was reacted with 6,8-Difluoro-3,4-dihydro-1H-naphthalen-2-one to provide the title compound: Diast #1 (RT 12 min) 14.2, 19.5, 2.9, 26.0, 28.2, 28.9, 29.7, 36.5, 52.9, 55.5, 58.9, 60.9, 67.5, 68.9, 101.1, 104.5, 110.7, 131.2, 137.4, 172.4; MS m/z 490.3 (M+1). Diast #2 (RT 18 min) 14.2, 19.6, 25.9, 26.0, 28.3, 28.9, 29.6, 36.5, 52.5, 55.5, 58.8, 60.4, 67.5, 68.9, 101.1, 104.5, 110.6, 131.2, 137.3, 172.2; MS m/z... Reactants: O[C@@H](CC#N)CO ((3S)-3,4-Dihydroxybutyronitrile), S(=O)(=O)(C)Cl (mesyl chloride), Cl (hydrochloric acid). The solvent is N1=CC=CC=C1 (pyridine). Product: O[C@@H](CC#N)COS(=O)(=O)C ((3S)-3-hydroxy-4-methanesulfonyloxybutyronitrile). As a reaction SMILES: [OH:1][C@H:2]([CH2:6][OH:7])[CH2:3][C:4]#[N:5].[S:8](Cl)([CH3:11])(=[O:10])=[O:9].Cl>N1C=CC=CC=1>[OH:1][C@H:2]([CH2:6][O:7][S:8]([CH3:11])(=[O:10])=[O:9])[CH2:3][C:4]#[N:5]. Procedure: (3S)-3,4-Dihydroxybutyronitrile (8.0 g, 79.1 mmol), pyridine (19.1 ml) and mesyl chloride (7.33 ml) were mixed at 0° C. for 6 hours. The mixture was poured in ice-cooled 1N hydrochloric acid and stirred, followed by extraction with ethyl acetate. After the organic layer was dried over anhydrous sodium sulfate, the solvent was evaporated off with an evaporator. The residue was purified with silica gel column chromatography (acetone:chloroform=5:95) to obtain (3S)-3-hydroxy-4-methanesulfonyloxybut... Starting materials: [H-].[Na+] (sodium hydride), CN(CCO)C (2-dimethylaminoethanol), BrCCCC1OC2=C(S1)C(=C(C(=C2C)C)OCOC)C (2-(3-bromopropyl)-5-methoxymethoxy-4,6,7-trimethyl-1,3-benzoxathiole). The solvent is CS(=O)C (dimethyl sulfoxide), CS(=O)C (dimethyl sulfoxide). Reaction conditions: temperature 50 celsius. Product: CN(CCOCCCC1OC2=C(S1)C(=C(C(=C2C)C)OCOC)C)C (2-[3-(2-Dimethylaminoethoxy)propyl]-5-methoxymethoxy-4,6,7-trimethyl-1,3-benzoxathiole). RXN SMILES: [CH3:1][N:2]([CH3:6])[CH2:3][CH2:4][OH:5].[H-].[Na+].Br[CH2:10][CH2:11][CH2:12][CH:13]1[S:17][C:16]2[C:18]([CH3:28])=[C:19]([O:24][CH2:25][O:26][CH3:27])[C:20]([CH3:23])=[C:21]([CH3:22])[C:15]=2[O:14]1>CS(C)=O>[CH3:1][N:2]([CH3:6])[CH2:3][CH2:4][O:5][CH2:10][CH2:11][CH2:12][CH:13]1[S:17][C:16]2[C:18]([CH3:28])=[C:19]([O:24][CH2:25][O:26][CH3:27])[C:20]([CH3:23])=[C:21]([CH3:22])[C:15]=2[O:14]1 |f:1.2|. Procedure: 740 mg of 2-dimethylaminoethanol were dissolved in 10 ml of dimethyl sulfoxide, and 220 mg of a 50% w/w oily suspension of sodium hydride was added to the resulting solution; the reaction mixture was then heated at 50° C. for 1 hour, after which it was cooled down with ice, and a solution of 1.68 g of 2-(3-bromopropyl)-5-methoxymethoxy-4,6,7-trimethyl-1,3-benzoxathiole (prepared as described in Example 87) in 5 ml of dimethyl sulfoxide was added dropwise, while stirring. The reaction product was... Starting materials: O=C([O-])O, Cc1cc(CN(C)CC=CC#CC(C)(C)C)cc(C(C)(C)O)c1, [Na+], O=P(Cl)(Cl)Cl, c1ccncc1. Product: C=C(C)c1cc(C)cc(CN(C)CC=CC#CC(C)(C)C)c1. RXN SMILES: [C:29](=[O:30])([OH:31])[O-:32].[CH3:1][C:2]([C:3]#[C:4][CH:5]=[CH:6][CH2:7][N:8]([CH3:9])[CH2:10][c:11]1[cH:12][c:13]([C:18]([CH3:19])([CH3:20])[OH:21])[cH:14][c:15]([CH3:17])[cH:16]1)([CH3:22])[CH3:23].[Na+:33].[P:24]([Cl:25])([Cl:26])([Cl:27])=[O:28].[cH:34]1[cH:35][cH:36][n:37][cH:38][cH:39]1>>[CH3:1][C:2]([C:3]#[C:4][CH:5]=[CH:6][CH2:7][N:8]([CH3:9])[CH2:10][c:11]1[cH:12][c:13]([C:18](=[CH2:19])[CH3:20])[cH:14][c:15]([CH3:17])[cH:16]1)([CH3:22])[CH3:23]. Starting materials: C=C(C)C(=O)Cl, CCCCCCCC(=O)Cl, CN(C)C=O, [H-], [Na+], O. Product: CCCCCCCC(=O)O. RXN SMILES: [C:18]([Cl:19])(=[O:20])[C:21]([CH3:22])=[CH2:23].[C:8]([CH2:9][CH2:10][CH2:11][CH2:12][CH2:13][CH2:14][CH3:15])(=[O:16])[Cl:17].[CH3:3][N:4]([CH3:5])[CH:7]=[O:6].[H-:2].[Na+:1].[OH2:24]>>[OH:6][C:8]([CH2:9][CH2:10][CH2:11][CH2:12][CH2:13][CH2:14][CH3:15])=[O:16]. Reactants: O=C(O)C(F)(F)F, COc1ccc(C(O)CNCCc2ccc(OC)c(OC)c2Cl)cc1, O=S(=O)(O)O. The product is COc1ccc(C2CNCCc3c2cc(OC)c(OC)c3Cl)cc1. As a reaction SMILES: [F:31][C:32]([F:33])([F:34])[C:35]([OH:36])=[O:37].[OH:1][CH:2]([CH2:3][NH:4][CH2:5][CH2:6][c:7]1[c:8]([Cl:17])[c:9]([O:15][CH3:16])[c:10]([O:13][CH3:14])[cH:11][cH:12]1)[c:18]1[cH:19][cH:20][c:21]([O:24][CH3:25])[cH:22][cH:23]1.[S:26](=[O:27])(=[O:28])([OH:29])[OH:30]>>[CH:2]1([c:18]2[cH:19][cH:20][c:21]([O:24][CH3:25])[cH:22][cH:23]2)[CH2:3][NH:4][CH2:5][CH2:6][c:7]2[c:8]([Cl:17])[c:9]([O:15][CH3:16])[c:10]([O:13][CH3:14])[cH:11][c:12]21. Starting materials: ClC=1C=CC=2N(N1)C(=CN2)C2=CC=1C=NC=C(C1S2)C (6-chloro-3-(7-methylthieno[3,2-c]pyridin-2-yl)imidazo[1,2-b]pyridazine), CC1(C2=C(C(=CC=C2)P(C3=CC=CC=C3)C4=CC=CC=C4)OC5=C(C=CC=C51)P(C6=CC=CC=C6)C7=CC=CC=C7)C (xantphos), C([O-])([O-])=O.[K+].[K+] (potassium carbonate), COC=1C=C(N)C=CC1OC (3,4-dimethoxyaniline). Reagents/catalysts: C(C)(=O)[O-].[Pd+2].C(C)(=O)[O-] (palladium acetate). Solvent: O1CCOCC1 (dioxane). Run at temperature 110 celsius. Product: COC=1C=C(C=CC1OC)NC=1C=CC=2N(N1)C(=CN2)C2=CC=1C=NC=C(C1S2)C (N-(3,4-dimethoxyphenyl)-3-(7-methylthieno[3,2-c]pyridin-2-yl)imidazo[1,2-b]pyridazin-6-amine). Reaction SMILES: Cl[C:2]1[CH:3]=[CH:4][C:5]2[N:6]([C:8]([C:11]3[S:19][C:18]4[C:17]([CH3:20])=[CH:16][N:15]=[CH:14][C:13]=4[CH:12]=3)=[CH:9][N:10]=2)[N:7]=1.CC1(C)C2C(=C(P(C3C=CC=CC=3)C3C=CC=CC=3)C=CC=2)OC2C(P(C3C=CC=CC=3)C3C=CC=CC=3)=CC=CC1=2.C(=O)([O-])[O-].[K+].[K+].[CH3:69][O:70][C:71]1[CH:72]=[C:73]([CH:75]=[CH:76][C:77]=1[O:78][CH3:79])[NH2:74]>O1CCOCC1.C([O-])(=O)C.[Pd+2].C([O-])(=O)C>[CH3:69][O:70][C:71]1[CH:72]=[C:73]([NH:74][C:2]2[CH:3]=[CH:4][C:5]3[N:6]([C:8]([C:11]4[S:19][C:18]5[C:17]([CH3:20])=[CH:16][N:15]=[CH:14][C:13]=5[CH:12]=4)=[CH:9][N:10]=3)[N:7]=2)[CH:75]=[CH:76][C:77]=1[O:78][CH3:79] |f:2.3.4,7.8.9|. Reported procedure: To a solution of 6-chloro-3-(7-methylthieno[3,2-c]pyridin-2-yl)imidazo[1,2-b]pyridazine (31 mg, 0.103 mmol, 1.0 equiv), xantphos (12 mg, 0.0206 mmol, 0.2 equiv), palladium acetate (2 mg, 0.0103 mmol, 0.1 equiv), and potassium carbonate (284 mg, 2.06 mmol, 20 equiv) in dioxane (5.0 mL) was added 3,4-dimethoxyaniline (24 mg, 0.155 mmol, 1.5 equiv) and heated to 110° C. for 2 h. Purification by column chromatography using 2% methanol in dichloromethane elution gave 20 mg, of the brown solid, 47%. Starting materials: N1=CC=CC=C1 (pyridine), ClC1=CC(=C(C=C1)C(C=1C(=NNC1C(=O)OCC)C(=O)OCC)O)[N+](=O)[O-] (Diethyl 4-[(4-chloro-2-nitro-phenyl)hydroxymethyl]-1H-pyrazole-3,5-dicarboxylate). Reagents/catalysts: [O-2].[Cr+6].[O-2].[O-2] (Chromium (VI) oxide). The solvent is ClCCl (dichloromethane). Run at time 44 hour. Yields the product ClC1=CC(=C(C(=O)C=2C(=NNC2C(=O)OCC)C(=O)OCC)C=C1)[N+](=O)[O-] (Diethyl 4-(4-chloro-2-nitrobenzoyl)-1H-pyrazole-3,5-dicarboxylate). Reaction SMILES: N1C=CC=CC=1.[Cl:7][C:8]1[CH:13]=[CH:12][C:11]([CH:14]([OH:30])[C:15]2[C:16]([C:25]([O:27][CH2:28][CH3:29])=[O:26])=[N:17][NH:18][C:19]=2[C:20]([O:22][CH2:23][CH3:24])=[O:21])=[C:10]([N+:31]([O-:33])=[O:32])[CH:9]=1>ClCCl.[O-2].[Cr+6].[O-2].[O-2]>[Cl:7][C:8]1[CH:13]=[CH:12][C:11]([C:14]([C:15]2[C:19]([C:20]([O:22][CH2:23][CH3:24])=[O:21])=[N:18][NH:17][C:16]=2[C:25]([O:27][CH2:28][CH3:29])=[O:26])=[O:30])=[C:10]([N+:31]([O-:33])=[O:32])[CH:9]=1 |f:3.4.5.6|. Reported procedure: Chromium (VI) oxide (17.48 g, 174.8 mmol) was added over 37 minutes to a solution of pyridine (27.6 mL, 349.5 mmol) in dichloromethane (400 mL). Diethyl 4-[(4-chloro-2-nitro-phenyl)hydroxymethyl]-1H-pyrazole-3,5-dicarboxylate (11.56 g, 25 29.1 mmol) was added as a solid over 9 minutes. The reaction mixture was allowed to stir at room temperature 44 hours. The solution was filtered and the organic layer was washed with aqueous hydrochloric acid (500 mL, 3N). The aqueous layer was extracted with e...